This data is from the Open Reaction Database (ORD), a public repository of structured organic reaction records. The task is: describe an organic reaction: reactants, conditions, products, and yield Starting materials: BrC1=CC(=C(C(=O)O)C=C1)CC(=O)O (4-Bromo-2-carboxymethyl-benzoic acid), BrC1=CC(=C(C(=O)O)C=C1)CC(=O)O (4-Bromo-2-carboxymethyl-benzoic acid), C(C)(=O)Cl (acetyl chloride). The solvent is CC(=O)C (acetone). Conditions: time 17 hour. Product: BrC=1C=C2CC(OC(C2=CC1)=O)=O (6-Bromo-isochroman-1,3-dione). Reaction SMILES: [Br:1][C:2]1[CH:10]=[CH:9][C:5]([C:6]([OH:8])=O)=[C:4]([CH2:11][C:12]([OH:14])=[O:13])[CH:3]=1.C(Cl)(=O)C>CC(C)=O>[Br:1][C:2]1[CH:3]=[C:4]2[C:5](=[CH:9][CH:10]=1)[C:6](=[O:8])[O:14][C:12](=[O:13])[CH2:11]2. Procedure details: A solution of 4-bromo-2-carboxymethyl-benzoic acid (product of step i)) (11.0 g) in acetone (200 mL) was treated with acetyl chloride (13.3 g) and the solution stirred at room temperature for 17 hours. The reaction mixture was evaporated then azeotroped with toluene to yield the sub-title compound (9.8 g). The reactants are Cl (hydrochloric acid), NC1=C(C=C2C(C(=CN(C2=C1C)C1=NC(=C(C=C1F)F)NC(C)(C)C)C(=O)OCC)=O)F (ethyl 7-amino-1-(6-tert-butylamino-3,5-difluoropyridin-2-yl)-6-fluoro-8-methyl-4-oxo-1,4-dihydroquinoline-3-carboxylate). Run in O (water). The product is NC1=C(C=C2C(C(=CN(C2=C1C)C1=NC(=C(C=C1F)F)N)C(=O)O)=O)F (7-Amino-1-(6-amino-3,5-difluoropyridin-2-yl)-6-fluoro-8-methyl-4-oxo-1,4-dihydoquinoline-3-carboxylic Acid). Reaction SMILES: Cl.[NH2:2][C:3]1[C:12]([CH3:13])=[C:11]2[C:6]([C:7](=[O:32])[C:8]([C:27]([O:29]CC)=[O:28])=[CH:9][N:10]2[C:14]2[C:19]([F:20])=[CH:18][C:17]([F:21])=[C:16]([NH:22]C(C)(C)C)[N:15]=2)=[CH:5][C:4]=1[F:33]>O>[NH2:2][C:3]1[C:12]([CH3:13])=[C:11]2[C:6]([C:7](=[O:32])[C:8]([C:27]([OH:29])=[O:28])=[CH:9][N:10]2[C:14]2[C:19]([F:20])=[CH:18][C:17]([F:21])=[C:16]([NH2:22])[N:15]=2)=[CH:5][C:4]=1[F:33]. Reported procedure: Concentrated hydrochloric acid (2 ml) was added to ethyl 7-amino-1-(6-tert-butylamino-3,5-difluoropyridin-2-yl)-6-fluoro-8-methyl-4-oxo-1,4-dihydroquinoline-3-carboxylate, and the mixture was heated under reflux for 5 hours. After the reaction mixture was cooled back to room temperature, water (2 ml) was added thereto. Solids deposited were collected by filtration and washed successively with water, ethanol and diethyl ether to obtain the title compound (72 mg) as a pale yellow powder. The reactants are CC(C)(C)OC(=O)N1CCCC1C(=O)O, ClCCCl, CCOC(C)=O, CCN(C(C)C)C(C)C, [N-]=[N+]=NC1CC(=O)OC1OCc1ccccc1, C1CCOC1, O, On1nnc2ccccc21, c1ccc(P(c2ccccc2)c2ccccc2)cc1. The product is CC(C)(C)OC(=O)N1CCCC1C(=O)NC1CC(=O)OC1OCc1ccccc1. RXN SMILES: [C:1]([CH3:2])([CH3:3])([CH3:4])[O:5][C:6](=[O:7])[N:8]1[CH:9]([C:13](=[O:14])[OH:15])[CH2:10][CH2:11][CH2:12]1.[CH2:61]([Cl:62])[CH2:63][Cl:64].[CH3:81][CH2:82][O:83][C:84](=[O:85])[CH3:86].[CH:52]([N:53]([CH:54]([CH3:55])[CH3:56])[CH2:57][CH3:58])([CH3:59])[CH3:60].[N:16](=[N+:17]=[N-:18])[CH:19]1[CH2:20][C:21](=[O:32])[O:22][CH:23]1[O:24][CH2:25][c:26]1[cH:27][cH:28][cH:29][cH:30][cH:31]1.[O:75]1[CH2:76][CH2:77][CH2:78][CH2:79]1.[OH2:80].[OH:65][n:66]1[c:67]2[c:68]([cH:69][cH:70][cH:71][cH:72]2)[n:73][n:74]1.[c:33]1([P:34]([c:35]2[cH:36][cH:37][cH:38][cH:39][cH:40]2)[c:41]2[cH:42][cH:43][cH:44][cH:45][cH:46]2)[cH:47][cH:48][cH:49][cH:50][cH:51]1>>[C:1]([CH3:2])([CH3:3])([CH3:4])[O:5][C:6](=[O:7])[N:8]1[CH:9]([C:13](=[O:15])[NH:16][CH:19]2[CH2:20][C:21](=[O:32])[O:22][CH:23]2[O:24][CH2:25][c:26]2[cH:27][cH:28][cH:29][cH:30][cH:31]2)[CH2:10][CH2:11][CH2:12]1. Reactants: CC(C)OC(C)C, CC(C)(C)OC(=O)CNc1nccc(-c2nc(=O)c3ccccc3s2)n1, O=C(O)C(F)(F)F. Yields the product O=C(O)CNc1nccc(-c2nc(=O)c3ccccc3s2)n1. Reaction SMILES: [CH:27]([O:28][CH:29]([CH3:30])[CH3:31])([CH3:32])[CH3:33].[O:1]=[c:2]1[n:3][c:4](-[c:12]2[cH:13][cH:14][n:15][c:16]([NH:18][CH2:19][C:20](=[O:21])[O:22][C:23]([CH3:24])([CH3:25])[CH3:26])[n:17]2)[s:5][c:6]2[c:7]1[cH:8][cH:9][cH:10][cH:11]2.[OH:34][C:35]([C:36]([F:37])([F:38])[F:39])=[O:40]>>[O:1]=[c:2]1[n:3][c:4](-[c:12]2[cH:13][cH:14][n:15][c:16]([NH:18][CH2:19][C:20](=[O:21])[OH:22])[n:17]2)[s:5][c:6]2[c:7]1[cH:8][cH:9][cH:10][cH:11]2.